Dataset: the Open Reaction Database (ORD), a public repository of structured organic reaction records. Task: describe an organic reaction: reactants, conditions, products, and yield The solvent is C(C)#N (acetonitrile). Reaction SMILES: [NH2:1][C:2]1[N:6]([C:7]2[C:12]([Cl:13])=[CH:11][C:10]([C:14]([F:17])([F:16])[F:15])=[CH:9][C:8]=2[Cl:18])[N:5]=[C:4]([C:19]([F:22])([F:21])[F:20])[CH:3]=1.[I:23]N1C(=O)CCC1=O>C(#N)C>[NH2:1][C:2]1[N:6]([C:7]2[C:8]([Cl:18])=[CH:9][C:10]([C:14]([F:15])([F:16])[F:17])=[CH:11][C:12]=2[Cl:13])[N:5]=[C:4]([C:19]([F:22])([F:21])[F:20])[C:3]=1[I:23]. Reactants: NC1=CC(=NN1C1=C(C=C(C=C1Cl)C(F)(F)F)Cl)C(F)(F)F (5-amino-1-(2,6-dichloro-4-trifluoromethylphenyl)-3-trifluoromethylpyrazole), IN1C(CCC1=O)=O (N-iodosuccinimide). Product: NC1=C(C(=NN1C1=C(C=C(C=C1Cl)C(F)(F)F)Cl)C(F)(F)F)I (5-Amino-1-(2,6-dichloro-4-trifluoromethylphenyl)4-iodo-3-trifluoromethylpyrazole). Procedure: To a stirred solution of 5-amino-1-(2,6-dichloro-4-trifluoromethylphenyl)-3-trifluoromethylpyrazole (0.182 g) in acetonitrile (3 ml) at room temperature was added N-iodosuccinimide (0.113 g). After 20 minutes the mixture was evaporated to dryness and the residue taken up in dichloromethane (20 ml). After washing with water (20 ml, ×2), brine (20 ml) and drying (MgSO4) the solution was evaporated. The residue was triturated with hexane and the supernatant evaporated to give the title compound as ... Starting materials: ClC1=CC(=C(N=N1)C1=CC=C(C=C1)OC)C1=CC=CC=C1 (6-chloro-3-(4-methoxyphenyl)-4-phenylpyridazine), FC1=C(C=CC(=C1)F)O (2,4-difluorophenol). Yields the product FC1=C(OC2=CC(=C(N=N2)C2=CC=C(C=C2)OC)C2=CC=CC=C2)C=CC(=C1)F (6-(2,4-difluorophenoxy)-3-(4-methoxyphenyl)-4-phenylpyridazine), needles. Yield: 60.0%. As a reaction SMILES: Cl[C:2]1[N:7]=[N:6][C:5]([C:8]2[CH:13]=[CH:12][C:11]([O:14][CH3:15])=[CH:10][CH:9]=2)=[C:4]([C:16]2[CH:21]=[CH:20][CH:19]=[CH:18][CH:17]=2)[CH:3]=1.[F:22][C:23]1[CH:28]=[C:27]([F:29])[CH:26]=[CH:25][C:24]=1[OH:30]>>[F:22][C:23]1[CH:28]=[C:27]([F:29])[CH:26]=[CH:25][C:24]=1[O:30][C:2]1[N:7]=[N:6][C:5]([C:8]2[CH:13]=[CH:12][C:11]([O:14][CH3:15])=[CH:10][CH:9]=2)=[C:4]([C:16]2[CH:21]=[CH:20][CH:19]=[CH:18][CH:17]=2)[CH:3]=1. Procedure details: In a similar manner as in Example 2, 6-chloro-3-(4-methoxyphenyl)-4-phenylpyridazine (215 mg, 0.725 mmol) and 2,4-difluorophenol were reacted as starting materials at 150° C. for 20 hours and post-treatment was then conducted, whereby the title compound was obtained as colorless needles (169.7 mg, 60.0%). Melting point: 169.0-169.9° C. (ethyl acetate-hexane). Starting materials: NC=1N=NN(N1)CC (5-amino-2-ethyl-2H-tetrazole), C1=CC=CC=2CC3=CC=CC=C3C(C12)C(=O)Cl (9,10-dihydro-anthracene-9-carbonyl chloride). Product: C(C)N1N=C(N=N1)NC(=O)C1C2=CC=CC=C2CC=2C=CC=CC12 (9,10-Dihydro-anthracene-9-carboxylic acid (2-ethyl-2H-tetrazol-5-yl)-amide). RXN SMILES: [NH2:1][C:2]1[N:3]=[N:4][N:5]([CH2:7][CH3:8])[N:6]=1.[CH:9]1[C:22]2[CH:21]([C:23](Cl)=[O:24])[C:20]3[C:15](=[CH:16][CH:17]=[CH:18][CH:19]=3)[CH2:14][C:13]=2[CH:12]=[CH:11][CH:10]=1>>[CH2:7]([N:5]1[N:4]=[N:3][C:2]([NH:1][C:23]([CH:21]2[C:20]3[CH:19]=[CH:18][CH:17]=[CH:16][C:15]=3[CH2:14][C:13]3[C:22]2=[CH:9][CH:10]=[CH:11][CH:12]=3)=[O:24])=[N:6]1)[CH3:8]. Procedure: The title compound, white solid, m.p. 206-207° and MS: (neg. ions): m/e=318.3 (M+−H) was prepared in accordance with the general method of example 1 from 5-amino-2-ethyl-2H-tetrazole and 9,10-dihydro-anthracene-9-carbonyl chloride. The reactants are [N+](=O)([O-])C=1C=CC(=NC1)OCC(F)(F)F (5-Nitro-2-(2,2,2-trifluoro-ethoxy)-pyridine), [H][H] (hydrogen). The reagents and catalysts are [Pd] (Palladium on activated charcoal). Solvent: CO (methanol). Conditions: time 72 hour. Yields the product FC(COC1=CC=C(C=N1)N)(F)F (6-(2,2,2-Trifluoro-ethoxy)-pyridin-3-ylamine). Isolated yield 93.0%. As a reaction SMILES: [N+:1]([C:4]1[CH:5]=[CH:6][C:7]([O:10][CH2:11][C:12]([F:15])([F:14])[F:13])=[N:8][CH:9]=1)([O-])=O.[H][H]>CO.[Pd]>[F:15][C:12]([F:13])([F:14])[CH2:11][O:10][C:7]1[N:8]=[CH:9][C:4]([NH2:1])=[CH:5][CH:6]=1. Reported procedure: 5-Nitro-2-(2,2,2-trifluoro-ethoxy)-pyridine (20.5 g, obtained in example 108, step 1) was dissolved in methanol (160 mL). Palladium on activated charcoal (1.96 g, 10% Pd) was added and an atmosphere of hydrogen was introduced at RT. The mixture was stirred under hydrogen for 72 hours. The reaction mixture was filtered over dicalite speed plus (Acros Organics), washed with ethyl acetate and the solvent was evaporated. The residue was purified by flash chromatography (silica gel, gradient of hepta... Starting materials: C([O-])([O-])=O.[K+].[K+] (potassium carbonate), OC=1C=C(C=O)C=CC1O (3,4-dihydroxy benzaldehyde), C1(CCCC1)Br (cyclopentyl bromide), C([O-])([O-])=O.[K+].[K+] (potassium carbonate). Solvent: CN(C=O)C (N,N-dimethylformamide), C1(=CC=CC=C1)C (toluene). Conditions: temperature 77.5 celsius, time 1 hour. Yields the product C1(CCCC1)OC1=C(C=C(C=O)C=C1)O (4-cyclopentyloxy-3-hydroxy benzaldehyde). As a reaction SMILES: [OH:1][C:2]1[CH:3]=[C:4]([CH:7]=[CH:8][C:9]=1[OH:10])[CH:5]=[O:6].[CH:11]1(Br)[CH2:15][CH2:14][CH2:13][CH2:12]1.C(=O)([O-])[O-].[K+].[K+]>CN(C)C=O.C1(C)C=CC=CC=1>[CH:11]1([O:10][C:9]2[CH:8]=[CH:7][C:4]([CH:5]=[O:6])=[CH:3][C:2]=2[OH:1])[CH2:15][CH2:14][CH2:13][CH2:12]1 |f:2.3.4|. Procedure details: A suspension of 3,4-dihydroxy benzaldehyde (50.0 g, 0.3623 mol), cyclopentyl bromide (135 g, 0.9058 mol) and potassium carbonate (50.0 g, 0.3623 mol) in N,N-dimethylformamide (500 mL) was stirred at about 75-80° C. for about 1.0 hr. 4×12.5 g potassium carbonate was then added after every 1.0 hr. The reaction mixture was cooled to ambient temperature and filtered to remove inorganic materials. The residue obtained after concentration of the filtrate was diluted with toluene (250 mL), and extracte... Yields the product CC(c1ccc(-c2ccnc(O)c2)cc1)N1CCC(CCCO)(c2ccccc2)OC1=O. Starting materials: Oc1cc(Br)ccn1, CC(c1ccc(B2OC(C)(C)C(C)(C)O2)cc1)N1CCC(CCCO)(c2ccccc2)OC1=O. As a reaction SMILES: [Br:35][c:36]1[cH:37][c:38]([OH:42])[n:39][cH:40][cH:41]1.[OH:1][CH2:2][CH2:3][CH2:4][C:5]1([c:29]2[cH:30][cH:31][cH:32][cH:33][cH:34]2)[CH2:6][CH2:7][N:8]([CH:12]([CH3:13])[c:14]2[cH:15][cH:16][c:17]([B:20]3[O:21][C:22]([CH3:23])([CH3:24])[C:25]([CH3:26])([CH3:27])[O:28]3)[cH:18][cH:19]2)[C:9](=[O:11])[O:10]1>>[OH:1][CH2:2][CH2:3][CH2:4][C:5]1([c:29]2[cH:30][cH:31][cH:32][cH:33][cH:34]2)[CH2:6][CH2:7][N:8]([CH:12]([CH3:13])[c:14]2[cH:15][cH:16][c:17](-[c:36]3[cH:37][c:38]([OH:42])[n:39][cH:40][cH:41]3)[cH:18][cH:19]2)[C:9](=[O:11])[O:10]1. Yields the product CC1=CC=C(C=C1)S(=O)(=O)OCCC=1C=C2C(C(COC2=CC1)O)(OC)OC (2-(3-Hydroxy-4,4-dimethoxy-3,4-dihydro-2H-chromen-6-yl)ethyl 4-methylbenzenesulfonate). Procedure details: A suspension of 2-(4-oxo-3,4-dihydro-2H-chromen-6-yl)ethyl 4-methylbenzenesulfonate (RE6) (10.0 g, 29 mmol) in methanol (200 mL) was added to a solution of potassium hydroxide (4.86 g, 87 mmol) in methanol (100 mL) under ice cooling. To the reaction mixture, diacetoxyiodobenzene (10.2 g, 32 mmol) was added in small portions for 5 minutes with the temperature kept at 5° C. or lower, and the reaction mixture was gradually warmed to room temperature and stirred for 1 day. Bisacetoxyiodobenzene (2.0... Conditions: time 1 day. Isolated yield 76.0%. Starting materials: [OH-].[K+] (potassium hydroxide), CO (methanol), C(C)(=O)OC=1C(=C(C=CC1)I)OC(C)=O (Bisacetoxyiodobenzene), CC1=CC=C(C=C1)S(=O)(=O)OCCC=1C=C2C(CCOC2=CC1)=O (2-(4-oxo-3,4-dihydro-2H-chromen-6-yl)ethyl 4-methylbenzenesulfonate), CO (methanol), C(C)(=O)OC=1C(=C(C=CC1)I)OC(C)=O (diacetoxyiodobenzene). RXN SMILES: [CH3:1][C:2]1[CH:7]=[CH:6][C:5]([S:8]([O:11][CH2:12][CH2:13][C:14]2[CH:15]=[C:16]3[C:21](=[CH:22][CH:23]=2)[O:20][CH2:19][CH2:18][C:17]3=[O:24])(=[O:10])=[O:9])=[CH:4][CH:3]=1.[OH-:25].[K+].[C:27](OC1C(OC(=O)C)=C(I)C=CC=1)(=[O:29])C.[CH3:42]O>>[CH3:1][C:2]1[CH:3]=[CH:4][C:5]([S:8]([O:11][CH2:12][CH2:13][C:14]2[CH:15]=[C:16]3[C:21](=[CH:22][CH:23]=2)[O:20][CH2:19][CH:18]([OH:25])[C:17]3([O:29][CH3:27])[O:24][CH3:42])(=[O:10])=[O:9])=[CH:6][CH:7]=1 |f:1.2|. Reactants: CC1=C(N=C(N1)C=1C=C(C=CC1)C(F)(F)F)C=O (5-methyl-2-(α,α,α-trifluoro-m-tolyl)imidazole-4-carboxaldehyde), CO (methanol), C(NN)(=O)OC (methyl carbazate). The solvent is C(C)(=O)O (acetic acid). Product: COC(NN=CC=1N=C(NC1C)C=1C=C(C=CC1)C(F)(F)F)=O (3-{[5-methyl-2-(α,α,α-trifluoro-m-tolyl)-4-imidazolyl]methylene}carbazic acid methyl ester). The yield is 90.1%. RXN SMILES: [CH3:1][C:2]1[NH:6][C:5]([C:7]2[CH:8]=[C:9]([C:13]([F:16])([F:15])[F:14])[CH:10]=[CH:11][CH:12]=2)=[N:4][C:3]=1[CH:17]=O.CO.[C:21]([O:25][CH3:26])(=[O:24])[NH:22][NH2:23]>C(O)(=O)C>[CH3:26][O:25][C:21](=[O:24])[NH:22][N:23]=[CH:17][C:3]1[N:4]=[C:5]([C:7]2[CH:8]=[C:9]([C:13]([F:14])([F:15])[F:16])[CH:10]=[CH:11][CH:12]=2)[NH:6][C:2]=1[CH3:1]. Reported procedure: A mixture of 5-methyl-2-(α,α,α-trifluoro-m-tolyl)imidazole-4-carboxaldehyde (20.0 g, 0.0787 mole), methanol (500 ml), methyl carbazate (7.8 g) and glacial acetic acid (0.5 ml) is refluxed overnight. The solution is then concentrated to afford 23.14 g of title product. A sample is recrystallized from methanol-acetone, m.p. 251°-251.5° C. Reaction SMILES: [CH3:8][O:9][c:10]1[cH:11][cH:12][c:13]([OH:16])[cH:14][cH:15]1.[F:17][c:18]1[cH:19][cH:20][c:21]([C:24]#[N:25])[cH:22][cH:23]1.[H-:1].[Na+:2].[O:3]=[CH:4][N:5]([CH3:6])[CH3:7].[OH2:26]>>[CH3:8][O:9][c:10]1[cH:11][cH:12][c:13]([O:16][c:18]2[cH:19][cH:20][c:21]([C:24]#[N:25])[cH:22][cH:23]2)[cH:14][cH:15]1. The product is COc1ccc(Oc2ccc(C#N)cc2)cc1. Reactants: COc1ccc(O)cc1, N#Cc1ccc(F)cc1, [H-], [Na+], CN(C)C=O, O. Starting materials: ClCC1=CC2=CC=CC=C2C=C1 (β-chloromethylnaphthalene), C([O-])([O-])=O.[Na+].[Na+] (sodium carbonate), N1=C(N=CC=C1)N1CCNCC1 (pyrimidinylpiperazine). Run in CN(C=O)C (dimethylformamide). Product: C1=C(C=CC2=CC=CC=C12)CN1CCN(CC1)C1=NC=CC=N1 (1-(β-napthylmethyl)-4-(2-pyrimidinyl)-piperazine). As a reaction SMILES: Cl[CH2:2][C:3]1[CH:12]=[CH:11][C:10]2[C:5](=[CH:6][CH:7]=[CH:8][CH:9]=2)[CH:4]=1.C(=O)([O-])[O-].[Na+].[Na+].[N:19]1[CH:24]=[CH:23][CH:22]=[N:21][C:20]=1[N:25]1[CH2:30][CH2:29][NH:28][CH2:27][CH2:26]1>CN(C)C=O>[CH:4]1[C:5]2[C:10](=[CH:9][CH:8]=[CH:7][CH:6]=2)[CH:11]=[CH:12][C:3]=1[CH2:2][N:28]1[CH2:29][CH2:30][N:25]([C:20]2[N:19]=[CH:24][CH:23]=[CH:22][N:21]=2)[CH2:26][CH2:27]1 |f:1.2.3|. Reported procedure: To a mixture containing 5.0 g. of β-chloromethylnaphthalene, 3.0 g. of sodium carbonate and 30 ml. of dimethylformamide is added 4.6 g. of pyrimidinylpiperazine. The mixture is stirred and heated on a steam bath for approximately two hours. The mixture is then cooled, filtered and the filtrate is concentrated to a small volume in vacuo. The residue is washed with water and crystallized from ethanol to yield 1-(β-napthylmethyl)-4-(2-pyrimidinyl)-piperazine having a melting point of 109°-110° C.